This data is from the Open Reaction Database (ORD), a public repository of structured organic reaction records. The task is: describe an organic reaction: reactants, conditions, products, and yield Starting materials: CNCCc1ccc(OC)c(OC)c1, CC#N, O=[N+]([O-])c1ccc(OCCCCl)cc1. Yields the product COc1ccc(CCN(C)CCCOc2ccc([N+](=O)[O-])cc2)cc1OC. RXN SMILES: [CH3:1][O:2][c:3]1[cH:4][c:5]([CH2:11][CH2:12][NH:13][CH3:14])[cH:6][cH:7][c:8]1[O:9][CH3:10].[CH3:29][C:30]#[N:31].[Cl:15][CH2:16][CH2:17][CH2:18][O:19][c:20]1[cH:21][cH:22][c:23]([N+:26](=[O:27])[O-:28])[cH:24][cH:25]1>>[CH3:1][O:2][c:3]1[cH:4][c:5]([CH2:11][CH2:12][N:13]([CH3:14])[CH2:16][CH2:17][CH2:18][O:19][c:20]2[cH:21][cH:22][c:23]([N+:26](=[O:27])[O-:28])[cH:24][cH:25]2)[cH:6][cH:7][c:8]1[O:9][CH3:10].